This data is from the Open Reaction Database (ORD), a public repository of structured organic reaction records. The task is: describe an organic reaction: reactants, conditions, products, and yield Procedure details: This compound was prepared, starting from compound 73 (100 mg, 0.20 mmol), according to the procedure developed for compound 11. Reaction time at room temperature: 12 h to give compound 74 (99 mg, 0.17 mmol) as a very hygroscopic yellow solid. Yield 87%; mp 131-133° C. (dec.); IR (KBr) ν 1287, 1455, 1521, 1606, 1678, 2300-2750, 2800-3100, 3200-3500 cm−1; 1H NMR (200 MHz, DMSO-d6) δ 1.34 (t, 3H, J=7.1 Hz), 3.38 (m, 2H), 3.48 (m, 2H), 3.71 (m, 2H), 3.91 (q, 2H, J=6.1 Hz), 4.60 (t, 2H, J=4.6 Hz), 7... Yield: 87.0%. RXN SMILES: [CH2:1]([N:3]([CH2:14][CH2:15][NH:16][C:17]([C:19]1[CH:28]=[CH:27][C:26]2[C:21](=[C:22]([I:29])[CH:23]=[N:24][CH:25]=2)[N:20]=1)=[O:18])[CH2:4][CH2:5][O:6][C:7]1[C:8]([F:13])=[N:9][CH:10]=[CH:11][CH:12]=1)[CH3:2].[ClH:30].Cl.C(N(CCNC(C1C=NC2C(=CC=C(I)C=2)N=1)=O)CCOC1C(F)=NC=CC=1)C>>[ClH:30].[ClH:30].[CH2:1]([N:3]([CH2:14][CH2:15][NH:16][C:17]([C:19]1[CH:28]=[CH:27][C:26]2[C:21](=[C:22]([I:29])[CH:23]=[N:24][CH:25]=2)[N:20]=1)=[O:18])[CH2:4][CH2:5][O:6][C:7]1[C:8]([F:13])=[N:9][CH:10]=[CH:11][CH:12]=1)[CH3:2] |f:1.2.3,4.5.6|. Yields the product Cl.Cl.C(C)N(CCOC=1C(=NC=CC1)F)CCNC(=O)C1=NC2=C(C=NC=C2C=C1)I (N-[2-[N-ethyl-N-[2-(2-fluoropyridin-3-yloxy)ethyl]amino]ethyl]-8-iodo-[1,6]naphthyridine-2-carboxamide dihydrochloride salt). Starting materials: C(C)N(CCOC=1C(=NC=CC1)F)CCNC(=O)C1=NC2=C(C=NC=C2C=C1)I (N-[2-[N-ethyl-N-[2-(2-fluoropyridin-3-yloxy)ethyl]amino]ethyl]-8-iodo-[1,6]naphthyridine-2-carboxamide), Cl.Cl.C(C)N(CCOC=1C(=NC=CC1)F)CCNC(=O)C1=NC2=CC=C(C=C2N=C1)I (N-[2-[N-ethyl-N-[2-(2-fluoropyridin-3-yloxy)ethyl]amino]ethyl]-6-iodoquinoxaline-2-carboxamide dihydrochloride salt).